This data is from the Open Reaction Database (ORD), a public repository of structured organic reaction records. The task is: describe an organic reaction: reactants, conditions, products, and yield Starting materials: NC1=CC=C(C(=O)OC)C=C1 (methyl 4-aminobenzoate), Cl.ClC1=C2C(=NC(=C1)C1=CC(=CC=C1)Cl)CCC2 (4-Chloro-2-(3-chlorophenyl)-6,7-dihydro-5H-cyclopenta[b]pyridine HCl salt). Run in CO (MeOH), ClCCl (dichloromethane). Reaction conditions: temperature 150 celsius. The product is ClC=1C=C(C=CC1)C1=CC(=C2C(=N1)CCC2)NC2=CC=C(C(=O)OC)C=C2 (methyl 4-[[2-(3-chlorophenyl)-6,7-dihydro-5H-cyclopenta[b]pyridin-4-yl]amino]benzoate). The yield is 86.4%. Reaction SMILES: [NH2:1][C:2]1[CH:11]=[CH:10][C:5]([C:6]([O:8][CH3:9])=[O:7])=[CH:4][CH:3]=1.Cl.Cl[C:14]1[CH:19]=[C:18]([C:20]2[CH:25]=[CH:24][CH:23]=[C:22]([Cl:26])[CH:21]=2)[N:17]=[C:16]2[CH2:27][CH2:28][CH2:29][C:15]=12>CO.ClCCl>[Cl:26][C:22]1[CH:21]=[C:20]([C:18]2[N:17]=[C:16]3[CH2:27][CH2:28][CH2:29][C:15]3=[C:14]([NH:1][C:2]3[CH:3]=[CH:4][C:5]([C:6]([O:8][CH3:9])=[O:7])=[CH:10][CH:11]=3)[CH:19]=2)[CH:25]=[CH:24][CH:23]=1 |f:1.2|. Procedure details: An 18-mL vial was charged with methyl 4-aminobenzoate (20 mg, 0.13 mmol, 2 eq.) and 4-Chloro-2-(3-chlorophenyl)-6,7-dihydro-5H-cyclopenta[b]pyridine HCl salt (20 mg, 0.066 mmol, 1 eq. See step 1 of EXAMPLE 1). The mixture was dissolved in a mixture of MeOH (1 ml) and dichloromethane (2 ml). After the volatile material was removed under reduced pressure, the residue was heated at 150° C. under argon for 1 hr. After cooling to room temperature, the reaction mixture was partitioned between NaHCO3 a...